Dataset: the Open Reaction Database (ORD), a public repository of structured organic reaction records. Task: describe an organic reaction: reactants, conditions, products, and yield The reactants are NC(C(O)C1=CC=C(C=C1)F)CC1=CC(=CC=C1)OC1=CC=CC=C1 ((1RS,2SR)-2-amino-1-(4-fluorophenyl)-3-(3-(phenyloxy)phenyl)-1-propanol), FC1=CC=C(C2=CC=CC=C12)C(=O)O (4-fluoronaphthalenecarboxylic acid), Cl.C(C)N=C=NCCCN(C)C (1-ethyl-3-(3-dimethylaminopropyl)-carbodiimide hydrochloride), ON1N=NC2=C1C=CC=C2 (1-hydroxy-1H-benzotriazole). Run in O (water), C(C)#N (acetonitrile). Reaction conditions: time 8 hour. The product is FC1=CC=C(C2=CC=CC=C12)C(=O)NC(C(O)C1=CC=C(C=C1)F)CC1=CC(=CC=C1)OC1=CC=CC=C1 (4-fluoro-N-((1RS,2SR)-2-(4-fluorophenyl)-2-hydroxy-1-((3-(phenyloxy)phenyl)methyl)ethyl)-1-naphthalenecarboxamide). Yield: 32.6%. As a reaction SMILES: [NH2:1][CH:2]([CH2:12][C:13]1[CH:18]=[CH:17][CH:16]=[C:15]([O:19][C:20]2[CH:25]=[CH:24][CH:23]=[CH:22][CH:21]=2)[CH:14]=1)[CH:3]([C:5]1[CH:10]=[CH:9][C:8]([F:11])=[CH:7][CH:6]=1)[OH:4].[F:26][C:27]1[C:36]2[C:31](=[CH:32][CH:33]=[CH:34][CH:35]=2)[C:30]([C:37](O)=[O:38])=[CH:29][CH:28]=1.Cl.C(N=C=NCCCN(C)C)C.ON1C2C=CC=CC=2N=N1>C(#N)C.O>[F:26][C:27]1[C:36]2[C:31](=[CH:32][CH:33]=[CH:34][CH:35]=2)[C:30]([C:37]([NH:1][CH:2]([CH2:12][C:13]2[CH:18]=[CH:17][CH:16]=[C:15]([O:19][C:20]3[CH:25]=[CH:24][CH:23]=[CH:22][CH:21]=3)[CH:14]=2)[CH:3]([C:5]2[CH:6]=[CH:7][C:8]([F:11])=[CH:9][CH:10]=2)[OH:4])=[O:38])=[CH:29][CH:28]=1 |f:2.3|. Procedure details: To a solution of (1RS,2SR)-2-amino-1-(4-fluorophenyl)-3-(3-(phenyloxy)phenyl)-1-propanol (300 mg, 0.89 mmol) in acetonitrile (20 ml) were added 4-fluoronaphthalenecarboxylic acid (169 mg, 0.89 mmol), 1-ethyl-3-(3-dimethylaminopropyl)-carbodiimide hydrochloride (256 mg, 1.33 mmol) and 1-hydroxy-1H-benzotriazole (136 mg, 0.89 mmol) and the mixture was stirred overnight at room temperature. The reaction solution was diluted with water (100 ml) and extracted with ethyl acetate (100 ml×2). The extrac... Starting materials: C(CCCCC)[Li] (hexyllithium), C(C=C)N(CC=C)CC1=CC=C(S1)S(=O)(=O)N1CCC(CC1)C(=O)N(C)OC (1-({5-[(diallylamino)methyl]thien-2-yl}sulfonyl)-N-methoxy-N-methylpiperidine-4-carboxamide), Cl.CCO (HCl EtOH). Run in C1CCOC1 (THF). Run at temperature -20 celsius, time 3 hour. Yields the product C(C=C)N(CC=C)CC1=CC=C(S1)S(=O)(=O)N1CCC(CC1)C(CCCCCC)=O (1-[1-({5-[(diallylamino)methyl]thien-2-yl}sulfonyl)piperidin-4-yl]heptan-1-one). Yield: 46.7%. Reaction SMILES: [CH2:1]([N:4]([CH2:8][C:9]1[S:13][C:12]([S:14]([N:17]2[CH2:22][CH2:21][CH:20]([C:23](N(OC)C)=[O:24])[CH2:19][CH2:18]2)(=[O:16])=[O:15])=[CH:11][CH:10]=1)[CH2:5][CH:6]=[CH2:7])[CH:2]=[CH2:3].[CH2:29]([Li])[CH2:30][CH2:31][CH2:32][CH2:33][CH3:34].Cl.CCO>C1COCC1>[CH2:1]([N:4]([CH2:8][C:9]1[S:13][C:12]([S:14]([N:17]2[CH2:18][CH2:19][CH:20]([C:23](=[O:24])[CH2:29][CH2:30][CH2:31][CH2:32][CH2:33][CH3:34])[CH2:21][CH2:22]2)(=[O:16])=[O:15])=[CH:11][CH:10]=1)[CH2:5][CH:6]=[CH2:7])[CH:2]=[CH2:3] |f:2.3|. Procedure: 327b (376 mg, 0.88 mmol) was dissolved in anhydrous THF and cooled to −20° C. To this solution was added dropwise at −20° C. hexyllithium (2M in hexane) (2.46 mL, 6.2 mmol). The reaction was allowed to warm to rt. during 3 h and poured on 100 mL HCl/EtOH (5%). The aqueous phase was extracted with CH2Cl2 and the combined organic layers are washed with NaOH (2N) and brine, dried over MgSO4 and evaporated to dryness. The crude material was purified by flash chromatography on silica gel using cycloh...